From a dataset of the Open Reaction Database (ORD), a public repository of structured organic reaction records. describe an organic reaction: reactants, conditions, products, and yield Starting materials: COC(=O)C(CO)NC(=O)c1cccc2c1NC1CCCC21, C1CCOC1, [Li+], [OH-]. The product is O=C(NC(CO)C(=O)O)c1cccc2c1NC1CCCC21. As a reaction SMILES: [CH2:1]1[CH2:2][CH2:3][CH:4]2[NH:5][c:6]3[c:7]([C:13](=[O:14])[NH:15][CH:16]([C:17](=[O:18])[O:19][CH3:20])[CH2:21][OH:22])[cH:8][cH:9][cH:10][c:11]3[CH:12]12.[CH2:25]1[O:26][CH2:27][CH2:28][CH2:29]1.[Li+:23].[OH-:24]>>[CH2:1]1[CH2:2][CH2:3][CH:4]2[NH:5][c:6]3[c:7]([C:13](=[O:14])[NH:15][CH:16]([C:17](=[O:18])[OH:19])[CH2:21][OH:22])[cH:8][cH:9][cH:10][c:11]3[CH:12]12. The reactants are NC(CCCCC(=O)OC)C1=C(C=NC=C1OC)OC (methyl 6-amino-6-(3,5-dimethoxypyridin-4-yl)hexanoate), CC=1SC=C(N1)C=1C=C(C=O)C=CC1 (3-(2-methylthiazol-4-yl)benzaldehyde). Product: COC=1C=NC=C(C1C1CCCCC(N1CC1=CC(=CC=C1)C=1N=C(SC1)C)=O)OC (7-(3,5-dimethoxypyridin-4-yl)-1-(3-(2-methylthiazol-4-yl)benzyl)azepan-2-one). RXN SMILES: [NH2:1][CH:2]([C:11]1[C:16]([O:17][CH3:18])=[CH:15][N:14]=[CH:13][C:12]=1[O:19][CH3:20])[CH2:3][CH2:4][CH2:5][CH2:6][C:7]([O:9]C)=O.[CH3:21][C:22]1[S:23][CH:24]=[C:25]([C:27]2[CH:28]=[C:29]([CH:32]=[CH:33][CH:34]=2)[CH:30]=O)[N:26]=1>>[CH3:20][O:19][C:12]1[CH:13]=[N:14][CH:15]=[C:16]([O:17][CH3:18])[C:11]=1[CH:2]1[N:1]([CH2:30][C:29]2[CH:32]=[CH:33][CH:34]=[C:27]([C:25]3[N:26]=[C:22]([CH3:21])[S:23][CH:24]=3)[CH:28]=2)[C:7](=[O:9])[CH2:6][CH2:5][CH2:4][CH2:3]1. Procedure: Prepared according to the described general procedure 1 (GP1) by reaction of methyl 6-amino-6-(3,5-dimethoxypyridin-4-yl)hexanoate with commercially available 3-(2-methylthiazol-4-yl)benzaldehyde. Subsequent purification by preparative HPLC afforded the target compound. LC-MS (conditions A): tR=0.59 min.; [M+H]+: 438.09 g/mol. Reactants: O=C1CCC(=O)N1Br, CN(C)C=O, Cc1cccc(N)c1C#N, [Na+], [OH-], O. The product is Cc1c(Br)ccc(N)c1C#N. RXN SMILES: [Br:11][N:12]1[C:13](=[O:14])[CH2:15][CH2:16][C:17]1=[O:18].[CH3:21][N:22]([CH3:23])[CH:24]=[O:25].[NH2:1][c:2]1[c:3]([C:4]#[N:5])[c:6]([CH3:10])[cH:7][cH:8][cH:9]1.[Na+:20].[OH-:19].[OH2:26]>>[NH2:1][c:2]1[c:3]([C:4]#[N:5])[c:6]([CH3:10])[c:7]([Br:11])[cH:8][cH:9]1. Starting materials: C(C1=CC=CC=C1)OC=1C=C(C=O)C=CC1 (3-benzyloxy-benzaldehyde), ClC1=C(C=CC=C1)C(C)=O (2′-chloroacetophenone), [NH4+].[Cl-] (NH4Cl), [Li+].C[Si](C)(C)[N-][Si](C)(C)C (LiHMDS). Run at temperature -78 celsius, time 1 hour. The product is C(C1=CC=CC=C1)OC=1C=C(C=CC1)C=CC(=O)C1=C(C=CC=C1)Cl (3-[3-(benzyloxy)phenyl]-1-(2-chlorophenyl)prop-2-en-1-one). The solvent is C1CCOC1 (THF), C1CCOC1 (THF), C1CCOC1 (THF). RXN SMILES: [Cl:1][C:2]1[CH:7]=[CH:6][CH:5]=[CH:4][C:3]=1[C:8](=[O:10])[CH3:9].[Li+].C[Si]([N-][Si](C)(C)C)(C)C.[CH2:21]([O:28][C:29]1[CH:30]=[C:31]([CH:34]=[CH:35][CH:36]=1)[CH:32]=O)[C:22]1[CH:27]=[CH:26][CH:25]=[CH:24][CH:23]=1.[NH4+].[Cl-]>C1COCC1>[CH2:21]([O:28][C:29]1[CH:30]=[C:31]([CH:32]=[CH:9][C:8]([C:3]2[CH:4]=[CH:5][CH:6]=[CH:7][C:2]=2[Cl:1])=[O:10])[CH:34]=[CH:35][CH:36]=1)[C:22]1[CH:23]=[CH:24][CH:25]=[CH:26][CH:27]=1 |f:1.2,4.5|. Procedure: To a solution of 2′-chloroacetophenone (1-1) (1.26 mL, 9.70 mmol) in 40 mL of THF at −78° C. was slowly added 10.7 mL (10.7 mmol) of a 1M LiHMDS solution in THF. After stirring for 1 h at −78° C., a solution of 2.05 g (9.70 mmol) of 3-benzyloxy-benzaldehyde (1-2) in 8 mL of THF was added, and stirring was continued at that temperature for an additional hour. The mixture was then dumped into a separatory funnel containing 100 mL of saturated aqueous NH4Cl and extracted twice with 100 mL of EtOAc.... The reactants are COC(C(=C(COC)OS(=O)(=O)C)NC(C)=O)=O (2-acetamido-3-mesyloxy-4-methoxy-butenoic acid methyl ester), C(C)NCC (diethylamine), resultant solution. Run in C(Cl)Cl (methylene chloride). Yields the product COC(/C(=C/COC)/NC(C)=O)=O (Z-2-acetamido-4-methoxy-2-butenoic acid methyl ester). Reaction SMILES: [CH3:1][O:2][C:3](=[O:18])[C:4]([NH:14][C:15](=[O:17])[CH3:16])=[C:5](OS(C)(=O)=O)[CH2:6][O:7][CH3:8].C(NCC)C>C(Cl)Cl>[CH3:1][O:2][C:3](=[O:18])/[C:4](/[NH:14][C:15](=[O:17])[CH3:16])=[CH:5]/[CH2:6][O:7][CH3:8]. Procedure details: A solution consisting of 27.6 g (0.098 mol) of mesylate 9, 20.5 ml of diethylamine and 250 ml of methylene chloride was heated at reflux temperature for 2 hrs under an atmosphere of argon. The resultant solution was cooled, concentrated in vacuo and the residue filtered through a column of silica gel (125 g) using ethyl acetate as the eluent. The fractions containing product (as determined by thin layer chromatography) were combined and concentrated in vacuo. Crystallization of the residue from ... The product is Cc1c(NC(=O)c2ccco2)cccc1[N+](=O)[O-]. The reactants are Cc1c(N)cccc1[N+](=O)[O-], CCOCC, c1ccncc1, O=C(Cl)c1ccco1. As a reaction SMILES: [CH3:1][c:2]1[c:3]([NH2:4])[cH:5][cH:6][cH:7][c:8]1[N+:9](=[O:10])[O-:11].[CH3:26][CH2:27][O:28][CH2:29][CH3:30].[cH:20]1[cH:21][cH:22][n:23][cH:24][cH:25]1.[o:12]1[c:13]([C:17](=[O:18])[Cl:19])[cH:14][cH:15][cH:16]1>>[CH3:1][c:2]1[c:3]([NH:4][C:17]([c:13]2[o:12][cH:16][cH:15][cH:14]2)=[O:18])[cH:5][cH:6][cH:7][c:8]1[N+:9](=[O:10])[O-:11]. Reactants: C(C=C)#N (2-Propenenitrile), NC1(CCN(CC1)CC1=CC=CC=C1)CO (4-amino-1-(phenylmethyl)-4-piperidinemethanol), C(C=C)#N (2-propenenitrile), C(C=C)#N (2-Propenenitrile). The solvent is C(C)O (ethanol). Product: OCC1(CCN(CC1)CC1=CC=CC=C1)NCCC#N (3-[[4-(hydroxymethyl)-1(phenylmethyl)-4-piperidinyl]amino]-propanenitrile). RXN SMILES: [NH2:1][C:2]1([CH2:15][OH:16])[CH2:7][CH2:6][N:5]([CH2:8][C:9]2[CH:14]=[CH:13][CH:12]=[CH:11][CH:10]=2)[CH2:4][CH2:3]1.[C:17](#[N:20])[CH:18]=[CH2:19]>C(O)C>[OH:16][CH2:15][C:2]1([NH:1][CH2:19][CH2:18][C:17]#[N:20])[CH2:7][CH2:6][N:5]([CH2:8][C:9]2[CH:14]=[CH:13][CH:12]=[CH:11][CH:10]=2)[CH2:4][CH2:3]1. Procedure details: A. mixture of 4-amino-1-(phenylmethyl)-4-piperidinemethanol (0.0182 mol) and 2-propenenitrile (0.0304 mol) in ethanol (80 ml) was stirred and refluxed over the weekend. 2-Propenenitrile (2 ml) was added. The mixture was stirred and refluxed for 5 hours. 2-Propenenitrile (2 ml) was added again. The mixture was stirred and refluxed overnight. The solvent was evaporated. The residue was purified over silica gel on a glass filter (eluent: CH2Cl2/(CH3OH/NH3) 95/5). The desired fractions were collecte... Procedure: In ethyl acetate (10 ml) was dissolved (2R,3R)-2-(2,4-difluorophenyl)-3-mercapto-1-(1H-1,2,4-triazol-1-yl)-2-butanol (compound 43, 0.2 g) followed by addition of 4 N HCl-ethyl acetate (1 ml). The mixture was concentrated under reduced pressure to about 1 ml, whereupon crystals separated out. Then, ethyl ether (2 ml) was added and the mixture was filtered to give compound 43 hydrochloride (0.15 g) as colorless needles. m.p. 155°-162° C. As a reaction SMILES: [F:1][C:2]1[CH:7]=[C:6]([F:8])[CH:5]=[CH:4][C:3]=1[C@:9]([OH:19])([C@H:16]([SH:18])[CH3:17])[CH2:10][N:11]1[CH:15]=[N:14][CH:13]=[N:12]1.[ClH:20].C(OCC)(=O)C>C(OCC)(=O)C>[F:1][C:2]1[CH:7]=[C:6]([F:8])[CH:5]=[CH:4][C:3]=1[C@:9]([OH:19])([C@H:16]([SH:18])[CH3:17])[CH2:10][N:11]1[CH:15]=[N:14][CH:13]=[N:12]1.[ClH:20] |f:1.2|. Starting materials: Cl.C(C)(=O)OCC (HCl ethyl acetate), FC1=C(C=CC(=C1)F)[C@@](CN1N=CN=C1)([C@@H](C)S)O ((2R,3R)-2-(2,4-difluorophenyl)-3-mercapto-1-(1H-1,2,4-triazol-1-yl)-2-butanol), FC1=C(C=CC(=C1)F)[C@@](CN1N=CN=C1)([C@@H](C)S)O ((2R,3R)-2-(2,4-difluorophenyl)-3-mercapto-1-(1H-1,2,4-triazol-1-yl)-2-butanol). The product is FC1=C(C=CC(=C1)F)[C@@](CN1N=CN=C1)([C@@H](C)S)O ((2R,3R)-2-(2,4-difluorophenyl)-3-mercapto-1-(1H-1,2,4-triazol-1-yl)-2-butanol), Cl (hydrochloride). Solvent: C(C)(=O)OCC (ethyl acetate). Starting materials: CC(C)(C)NCC(C=1C=CC(=C(C1)CO)O)O.OS(=O)(=O)O (albuterol sulfate). Solvent: O (water). Run at temperature 50 celsius. The product is CC(C)(C)NCC(C=1C=CC(=C(C1)CO)O)O (Albuterol). RXN SMILES: [CH3:1][C:2]([NH:5][CH2:6][CH:7]([OH:17])[C:8]1[CH:9]=[CH:10][C:11]([OH:16])=[C:12]([CH2:14][OH:15])[CH:13]=1)([CH3:4])[CH3:3].OS(O)(=O)=O>O>[CH3:4][C:2]([NH:5][CH2:6][CH:7]([OH:17])[C:8]1[CH:9]=[CH:10][C:11]([OH:16])=[C:12]([CH2:14][OH:15])[CH:13]=1)([CH3:1])[CH3:3] |f:0.1|. Procedure: The Albuterol Resin Complex was prepared by first dissolving 286 g of albuterol sulfate in 8 liters of purified water, and then slowly adding 1837 g of AMBERLITE™ IRP-69 resin with continuous mixing. The dispersion was mixed for 4 hours and upon completion, allowed to settle before decanting the supernatant. The slurring/decanting process was repeated twice with sufficient amounts of purified water. The wet resin complex was then dried in a VWR™ convection oven maintained at 50° C. until moistur...